The task is: describe an organic reaction: reactants, conditions, products, and yield. This data is from the Open Reaction Database (ORD), a public repository of structured organic reaction records. Starting materials: NC=1SC(=NN1)S(=O)(=O)NC(CC)CC (2-Amino-5-[N-(1-ethylpropyl)aminosulfonyl]-1,3,4-thiadiazole), C(C(=O)Cl)(=O)Cl (Oxalyl chloride). The solvent is C=1(C(=CC=CC1)C)C (xylene). Run at time 1 hour. The product is C(C)C(CC)NS(=O)(=O)C1=NN=C(S1)N=C=O (5-[N-(1-ethylpropyl)aminosulfonyl]-1,3,4-thiadiazol-2-yl isocyanate). RXN SMILES: [NH2:1][C:2]1[S:3][C:4]([S:7]([NH:10][CH:11]([CH2:14][CH3:15])[CH2:12][CH3:13])(=[O:9])=[O:8])=[N:5][N:6]=1.C(Cl)(=O)[C:17](Cl)=[O:18]>C1(C)C(C)=CC=CC=1>[CH2:12]([CH:11]([NH:10][S:7]([C:4]1[S:3][C:2]([N:1]=[C:17]=[O:18])=[N:6][N:5]=1)(=[O:8])=[O:9])[CH2:14][CH3:15])[CH3:13]. Procedure: 2-Amino-5-[N-(1-ethylpropyl)aminosulfonyl]-1,3,4-thiadiazole (0.10 mole) and xylene (200 ml) are charged into a glass reaction vessel fitted with a mechanical stirrer, thermometer and condenser. The mixture is dried by azeotroping off water and is then cooled to room temperature. Oxalyl chloride (0.15 mole) is added; the reaction mixture is warmed to a temperature of from 80° C. to about 100° C. and stirred at this temperature for a period of about 1 hour. The mixture is then heated to reflux an... Starting materials: ClC1=NC2=CC=C(C=C2C=C1C(=O)O)Cl (2,6-dichloroquinoline-3-carboxylic acid), FC=1C=C(CC(N)C(=O)O)C=CC1O (3-fluoro-4-hydroxy-DL-phenylalanine). Product: C(=O)(O)C(CC1=CC(=C(C=C1)O)F)NC1=NC2=CC=C(C=C2C=C1C(=O)O)Cl (2-[1-Carboxy-2-(3-fluoro-4-hydroxy-phenyl)-ethylamino]-6-chloro-quinoline-3-carboxylic acid). As a reaction SMILES: Cl[C:2]1[C:11]([C:12]([OH:14])=[O:13])=[CH:10][C:9]2[C:4](=[CH:5][CH:6]=[C:7]([Cl:15])[CH:8]=2)[N:3]=1.[F:16][C:17]1[CH:18]=[C:19]([CH:26]=[CH:27][C:28]=1[OH:29])[CH2:20][CH:21]([C:23]([OH:25])=[O:24])[NH2:22]>>[C:23]([CH:21]([NH:22][C:2]1[C:11]([C:12]([OH:14])=[O:13])=[CH:10][C:9]2[C:4](=[CH:5][CH:6]=[C:7]([Cl:15])[CH:8]=2)[N:3]=1)[CH2:20][C:19]1[CH:26]=[CH:27][C:28]([OH:29])=[C:17]([F:16])[CH:18]=1)([OH:25])=[O:24]. Reported procedure: In close analogy to the procedure described in Example 1, 2,6-dichloroquinoline-3-carboxylic acid is reacted with 3-fluoro-4-hydroxy-DL-phenylalanine to provide the title compound in good yield.